This data is from the Open Reaction Database (ORD), a public repository of structured organic reaction records. The task is: describe an organic reaction: reactants, conditions, products, and yield Reactants: CCOc1cc(C(C)(C)C)ncc1C1=NC(C)(c2ccc(Cl)cc2)C(C)(c2ccc(Cl)cc2)N1C(=O)N1CCC(CC(=O)O)CC1, CCCCNC(C)C. Yields the product CCCCN(C(=O)CC1CCN(C(=O)N2C(c3cnc(C(C)(C)C)cc3OCC)=NC(C)(c3ccc(Cl)cc3)C2(C)c2ccc(Cl)cc2)CC1)C(C)C. As a reaction SMILES: [C:1]([CH3:2])([CH3:3])([CH3:4])[c:5]1[cH:6][c:7]([O:44][CH2:45][CH3:46])[c:8]([C:11]2=[N:15][C:14]([CH3:16])([c:17]3[cH:18][cH:19][c:20]([Cl:23])[cH:21][cH:22]3)[C:13]([CH3:24])([c:25]3[cH:26][cH:27][c:28]([Cl:31])[cH:29][cH:30]3)[N:12]2[C:32](=[O:33])[N:34]2[CH2:35][CH2:36][CH:37]([CH2:40][C:41](=[O:42])[OH:43])[CH2:38][CH2:39]2)[cH:9][n:10]1.[CH2:47]([CH2:48][CH2:49][CH3:50])[NH:51][CH:52]([CH3:53])[CH3:54]>>[C:1]([CH3:2])([CH3:3])([CH3:4])[c:5]1[cH:6][c:7]([O:44][CH2:45][CH3:46])[c:8]([C:11]2=[N:15][C:14]([CH3:16])([c:17]3[cH:18][cH:19][c:20]([Cl:23])[cH:21][cH:22]3)[C:13]([CH3:24])([c:25]3[cH:26][cH:27][c:28]([Cl:31])[cH:29][cH:30]3)[N:12]2[C:32](=[O:33])[N:34]2[CH2:35][CH2:36][CH:37]([CH2:40][C:41](=[O:43])[N:51]([CH2:47][CH2:48][CH2:49][CH3:50])[CH:52]([CH3:53])[CH3:54])[CH2:38][CH2:39]2)[cH:9][n:10]1. Reactants: ClC=1C(=C(N)C=CC1OC1=CC(=NC=C1)Cl)F (3-chloro-4-(2-chloropyridin-4-yloxy)-2-fluoroaniline), CN1N=CC(=C1)B1OC(C(O1)(C)C)(C)C (1-methyl-4-(4,4,5,5-tetramethyl-1,3,2-dioxaborolan-2-yl)-1H-pyrazole), [O-]P(=O)([O-])[O-].[K+].[K+].[K+] (K3PO4). Reagents/catalysts: C=1C=CC(=CC1)[P](C=2C=CC=CC2)(C=3C=CC=CC3)[Pd]([P](C=4C=CC=CC4)(C=5C=CC=CC5)C=6C=CC=CC6)([P](C=7C=CC=CC7)(C=8C=CC=CC8)C=9C=CC=CC9)[P](C=1C=CC=CC1)(C=1C=CC=CC1)C=1C=CC=CC1 (Pd(PPh3)4). The solvent is CN(C)C=O (DMF), O (water). Conditions: temperature 80 celsius. Yields the product ClC=1C(=C(N)C=CC1OC1=CC(=NC=C1)C=1C=NN(C1)C)F (3-chloro-2-fluoro-4-((2-(1-methyl-1H-pyrazol-4-yl)pyridin-4-yl)oxy)aniline). The yield is 25.6%. Reaction SMILES: [Cl:1][C:2]1[C:3]([F:17])=[C:4]([CH:6]=[CH:7][C:8]=1[O:9][C:10]1[CH:15]=[CH:14][N:13]=[C:12](Cl)[CH:11]=1)[NH2:5].[CH3:18][N:19]1[CH:23]=[C:22](B2OC(C)(C)C(C)(C)O2)[CH:21]=[N:20]1.[O-]P([O-])([O-])=O.[K+].[K+].[K+]>CN(C=O)C.O.C1C=CC([P]([Pd]([P](C2C=CC=CC=2)(C2C=CC=CC=2)C2C=CC=CC=2)([P](C2C=CC=CC=2)(C2C=CC=CC=2)C2C=CC=CC=2)[P](C2C=CC=CC=2)(C2C=CC=CC=2)C2C=CC=CC=2)(C2C=CC=CC=2)C2C=CC=CC=2)=CC=1>[Cl:1][C:2]1[C:3]([F:17])=[C:4]([CH:6]=[CH:7][C:8]=1[O:9][C:10]1[CH:15]=[CH:14][N:13]=[C:12]([C:22]2[CH:21]=[N:20][N:19]([CH3:18])[CH:23]=2)[CH:11]=1)[NH2:5] |f:2.3.4.5,^1:50,52,71,90|. Reported procedure: A solution of 3-chloro-4-(2-chloropyridin-4-yloxy)-2-fluoroaniline (10 g, 36.8 mmol) in DMF (140 mL) and water (30 mL) was treated with 1-methyl-4-(4,4,5,5-tetramethyl-1,3,2-dioxaborolan-2-yl)-1H-pyrazole (8.4 g, 40.5 mmol), K3PO4 (14.9 g, 73.6 mmol) and Pd(PPh3)4 (4.3 g, 3.7 mmol), sparged with N2 and heated at 80° C. for 12 h. The mixture was cooled to RT, poured into water and extracted with EtOAc (3×). The combined organics were washed with brine, dried over Na2SO4, concentrated to dryness a...